Task: describe an organic reaction: reactants, conditions, products, and yield. Dataset: the Open Reaction Database (ORD), a public repository of structured organic reaction records Reactants: COC(=O)C=1SC(=CC1)CCCN(S(=O)(=O)C1CC1)CCCC1=CC(=CC=C1)Cl (5-(3-{[3-(3-Chloro-Phenyl)-propyl]-cyclopropanesulfony-amino}-propyl)-thiophene-2-carboxylic acid methyl ester). Run in CCO (EtOH). The product is ClC=1C=C(C=CC1)CCCN(CCCC1=CC=C(S1)C(=O)O)S(=O)(=O)C1CC1 (5-(3-{[3-(3-Chloro-phenyl)-propyl]-cyclopropanesulfonyl-amino]-propyl)-thiophene-2-carboxylic acid). RXN SMILES: C[O:2][C:3]([C:5]1[S:6][C:7]([CH2:10][CH2:11][CH2:12][N:13]([CH2:20][CH2:21][CH2:22][C:23]2[CH:28]=[CH:27][CH:26]=[C:25]([Cl:29])[CH:24]=2)[S:14]([CH:17]2[CH2:19][CH2:18]2)(=[O:16])=[O:15])=[CH:8][CH:9]=1)=[O:4]>CCO>[Cl:29][C:25]1[CH:24]=[C:23]([CH2:22][CH2:21][CH2:20][N:13]([S:14]([CH:17]2[CH2:18][CH2:19]2)(=[O:15])=[O:16])[CH2:12][CH2:11][CH2:10][C:7]2[S:6][C:5]([C:3]([OH:4])=[O:2])=[CH:9][CH:8]=2)[CH:28]=[CH:27][CH:26]=1. Reported procedure: The title compound was prepared following the method described in Example 1, Step C from 5-(3-{[3-(3-chloro-phenyl)-propyl]-cyclopropanesulfonyl-amino}-propyl)-thiophene-2-carboxylic acid methyl ester of Step A except the reaction was performed in EtOH. 1H NMR (400 MHz, CDCl3) δ 7.62 (d, 1H, J=3.4 Hz), 7.42-7.00 (m, 4H), 6.62 (d, 1H, J=3.4 Hz), 3.25 (m, 2H), 2.92 (m, 2H), 2.31 (m, 1H), 2.20 (m, 2H), 1.32-0.90 (m, 4H); MS 440 (M−1). Starting materials: CSc1sc(C#N)c2c1C(=O)CC(C)(C)C2, CC(C)[Mg+], [Cl-]. Yields the product CC(C)c1sc(C#N)c2c1C(=O)CC(C)(C)C2. As a reaction SMILES: [C:6](#[N:7])[c:8]1[s:9][c:10]([S:20][CH3:21])[c:11]2[c:12]1[CH2:13][C:14]([CH3:18])([CH3:19])[CH2:15][C:16]2=[O:17].[CH:2]([CH3:3])([CH3:4])[Mg+:5].[Cl-:1]>>[CH:2]([CH3:3])([CH3:4])[c:10]1[s:9][c:8]([C:6]#[N:7])[c:12]2[c:11]1[C:16](=[O:17])[CH2:15][C:14]([CH3:18])([CH3:19])[CH2:13]2. The reactants are ClCCl (dichloromethane), ClC1=CC=C(C(=O)C2=CC=CC=C2)C=C1 (4-chlorobenzophenone), NCCCN1C=NC=C1 (1-(3-aminopropyl)imidazole), [BH4-].[Na+] (sodium borohydride). The solvent is C(C)O (ethanol). Reaction conditions: temperature 130 celsius. Yields the product ClC1=CC=C(C=C1)C(C1=CC=CC=C1)NCCCN1C=NC=C1 (N-[α-(4-chlorophenyl)benzyl]-3-(imidazol-1-yl)propylamine). As a reaction SMILES: [Cl:1][C:2]1[CH:15]=[CH:14][C:5]([C:6]([C:8]2[CH:13]=[CH:12][CH:11]=[CH:10][CH:9]=2)=O)=[CH:4][CH:3]=1.[NH2:16][CH2:17][CH2:18][CH2:19][N:20]1[CH:24]=[CH:23][N:22]=[CH:21]1.[BH4-].[Na+].ClCCl>C(O)C>[Cl:1][C:2]1[CH:15]=[CH:14][C:5]([CH:6]([NH:16][CH2:17][CH2:18][CH2:19][N:20]2[CH:24]=[CH:23][N:22]=[CH:21]2)[C:8]2[CH:13]=[CH:12][CH:11]=[CH:10][CH:9]=2)=[CH:4][CH:3]=1 |f:2.3|. Procedure: In a similar manner to Example 1, a mixture of 4-chlorobenzophenone (8.0 g) and 1-(3-aminopropyl)imidazole (4.6 g) was heated at 130° C. for 12 hours. The mixture was cooled, dissolved in absolute ethanol (100 ml), treated with sodium borohydride (2.8 g) and the mixture boiled under reflux for 8 hours. The oil obtained after work-up, using dichloromethane as the extracting solvent, was distilled to give N-[α-(4-chlorophenyl)benzyl]-3-(imidazol-1-yl)propylamine, b.p. 240° C. (0.3 mmHg). Starting materials: [Al+3], CC(C)N(Cc1ccccc1)C(=O)CCl, CCOCC, [H-], [H-], [H-], [H-], [Li+], O. The product is CC(C)N(CCCl)Cc1ccccc1. RXN SMILES: [Al+3:17].[CH2:1]([c:2]1[cH:3][cH:4][cH:5][cH:6][cH:7]1)[N:8]([C:9]([CH2:10][Cl:11])=[O:12])[CH:13]([CH3:14])[CH3:15].[CH3:23][CH2:24][O:25][CH2:26][CH3:27].[H-:16].[H-:19].[H-:20].[H-:21].[Li+:18].[OH2:22]>>[CH2:1]([c:2]1[cH:3][cH:4][cH:5][cH:6][cH:7]1)[N:8]([CH2:9][CH2:10][Cl:11])[CH:13]([CH3:14])[CH3:15]. Starting materials: N1CCOCC1 (morpholine), BrCCCCOC=1C(=CC=C2C(=CC(OC12)=O)NC1=C(C=NC=C1Cl)Cl)OC (8-(4-bromobutoxy)-4-(3,5-dichloropyridin-4-ylamino)-7-methoxy-2H-chromen-2-one). Yields the product ClC=1C=NC=C(C1NC1=CC(OC2=C(C(=CC=C12)OC)OCCCCN1CCOCC1)=O)Cl (4-(3,5-Dichloropyridin-4-ylamino)-7-methoxy-8-(4-morpholinobutoxy)-2H-chromen-2-one). Reaction SMILES: [NH:1]1[CH2:6][CH2:5][O:4][CH2:3][CH2:2]1.Br[CH2:8][CH2:9][CH2:10][CH2:11][O:12][C:13]1[C:14]([O:33][CH3:34])=[CH:15][CH:16]=[C:17]2[C:22]=1[O:21][C:20](=[O:23])[CH:19]=[C:18]2[NH:24][C:25]1[C:30]([Cl:31])=[CH:29][N:28]=[CH:27][C:26]=1[Cl:32]>>[Cl:32][C:26]1[CH:27]=[N:28][CH:29]=[C:30]([Cl:31])[C:25]=1[NH:24][C:18]1[C:17]2[C:22](=[C:13]([O:12][CH2:11][CH2:10][CH2:9][CH2:8][N:1]3[CH2:6][CH2:5][O:4][CH2:3][CH2:2]3)[C:14]([O:33][CH3:34])=[CH:15][CH:16]=2)[O:21][C:20](=[O:23])[CH:19]=1. Reported procedure: The title compound was prepared from morpholine and 8-(4-bromobutoxy)-4-(3,5-dichloropyridin-4-ylamino)-7-methoxy-2H-chromen-2-one (Example 25) following the procedure outlined in Example 52. 1H NMR (400 MHz, DMSO-d6; HCl salt): δ 10.67 (br, 1H), 9.65 (br s, 1H), 8.82 (s, 2H), 8.01 (d, 1H), 7.22 (d, 1H), 4.64 (s, 1H), 4.01 (t, 2H), 3.93 (s, 3H), 3.92 (m, 2H), 3.76 (t, 2H), 3.42 (d, 2H), 3.20 (m, 2H), 3.05 (m, 2H), 1.97 (m, 2H), 1.74 (m, 2H); MS (ESI): 494.0. The reactants are N#Cc1nn(-c2c(Cl)cc(C(F)(F)F)cc2Cl)c(N)c1SC(F)(F)F, O, O=S(=O)(O)O. The product is Nc1c(SC(F)(F)F)c(C(=O)O)nn1-c1c(Cl)cc(C(F)(F)F)cc1Cl. Reaction SMILES: [NH2:1][c:2]1[c:3]([S:21][C:22]([F:23])([F:24])[F:25])[c:4]([C:19]#[N:20])[n:5][n:6]1-[c:7]1[c:8]([Cl:18])[cH:9][c:10]([C:14]([F:15])([F:16])[F:17])[cH:11][c:12]1[Cl:13].[OH2:31].[S:26]([OH:27])(=[O:28])(=[O:29])[OH:30]>>[NH2:1][c:2]1[c:3]([S:21][C:22]([F:23])([F:24])[F:25])[c:4]([C:19]([OH:27])=[O:31])[n:5][n:6]1-[c:7]1[c:8]([Cl:18])[cH:9][c:10]([C:14]([F:15])([F:16])[F:17])[cH:11][c:12]1[Cl:13]. Reactants: C1CCC2=NCCCN2CC1, ClCc1csc(N2CCOCC2)n1, COCCOc1ccc(-c2c(C#N)c(N)nc(S)c2C#N)cc1, CN(C)C=O. Product: COCCOc1ccc(-c2c(C#N)c(N)nc(SCc3csc(N4CCOCC4)n3)c2C#N)cc1. As a reaction SMILES: [CH2:37]1[CH2:38][CH2:39][C:40]2=[N:45][CH2:44][CH2:43][CH2:42][N:41]2[CH2:46][CH2:47]1.[Cl:24][CH2:25][c:26]1[n:27][c:28]([N:31]2[CH2:32][CH2:33][O:34][CH2:35][CH2:36]2)[s:29][cH:30]1.[NH2:1][c:2]1[n:3][c:4]([SH:23])[c:5]([C:21]#[N:22])[c:6](-[c:10]2[cH:11][cH:12][c:13]([O:16][CH2:17][CH2:18][O:19][CH3:20])[cH:14][cH:15]2)[c:7]1[C:8]#[N:9].[O:48]=[CH:49][N:50]([CH3:51])[CH3:52]>>[NH2:1][c:2]1[n:3][c:4]([S:23][CH2:25][c:26]2[n:27][c:28]([N:31]3[CH2:32][CH2:33][O:34][CH2:35][CH2:36]3)[s:29][cH:30]2)[c:5]([C:21]#[N:22])[c:6](-[c:10]2[cH:11][cH:12][c:13]([O:16][CH2:17][CH2:18][O:19][CH3:20])[cH:14][cH:15]2)[c:7]1[C:8]#[N:9]. The reactants are ClC(=O)OCC1=CC=CC=C1 (benzyl chloroformate), Cl.NC1=C(C=CC=C1)CCC1=C(C(=O)O)C=CC=C1 (2-[2-(2-aminophenyl)ethyl]benzoic acid hydrochloride), Cl (hydrochloric acid). Run in [OH-].[Na+] (sodium hydroxide), [OH-].[Na+] (sodium hydroxide). The product is C1(=CC=CC=C1)COC(=O)NC1=C(C=CC=C1)CCC1=C(C(=O)O)C=CC=C1 (2-[2-(2-(phenylmethoxy-carbonylamino)phenyl)ethyl]benzoic acid). Isolated yield 53.3%. As a reaction SMILES: Cl.[NH2:2][C:3]1[CH:8]=[CH:7][CH:6]=[CH:5][C:4]=1[CH2:9][CH2:10][C:11]1[CH:19]=[CH:18][CH:17]=[CH:16][C:12]=1[C:13]([OH:15])=[O:14].Cl[C:21]([O:23][CH2:24][C:25]1[CH:30]=[CH:29][CH:28]=[CH:27][CH:26]=1)=[O:22].Cl>[OH-].[Na+]>[C:25]1([CH2:24][O:23][C:21]([NH:2][C:3]2[CH:8]=[CH:7][CH:6]=[CH:5][C:4]=2[CH2:9][CH2:10][C:11]2[CH:19]=[CH:18][CH:17]=[CH:16][C:12]=2[C:13]([OH:15])=[O:14])=[O:22])[CH:30]=[CH:29][CH:28]=[CH:27][CH:26]=1 |f:0.1,4.5|. Procedure: A suspension of 2-[2-(2-aminophenyl)ethyl]benzoic acid hydrochloride (339 mg, 1 mmol) in aqueous sodium hydroxide (1N, 2 mL) was stirred vigorously and treated simultaneously with benzyl chloroformate (170 mg, 1 mmol) and aqueous sodium hydroxide (1N, 1 mL). The reaction mixture was stirred for 16 h, acidified with dilute hydrochloric acid and filtered. The solid was washed with water and hexane, dissolved with methylene chloride, and the organic phase was washed with water, dried with magnesium... Yields the product COc1cc2ncnc(Oc3ccc4[nH]ncc4c3)c2cc1OCCCN1CCN(C(C)=O)CC1. RXN SMILES: [C:1]([CH3:2])(=[O:3])[N:4]1[CH2:5][CH2:6][N:7]([CH2:10][CH2:11][CH2:12][O:13][c:14]2[cH:15][c:16]3[c:17]([Cl:26])[n:18][cH:19][n:20][c:21]3[cH:22][c:23]2[O:24][CH3:25])[CH2:8][CH2:9]1.[C:37](=[O:38])([O-:39])[O-:40].[CH3:43][C:44](=[O:45])[CH3:46].[Cs+:41].[Cs+:42].[OH:27][c:28]1[cH:29][c:30]2[cH:31][n:32][nH:33][c:34]2[cH:35][cH:36]1>>[C:1]([CH3:2])(=[O:3])[N:4]1[CH2:5][CH2:6][N:7]([CH2:10][CH2:11][CH2:12][O:13][c:14]2[cH:15][c:16]3[c:17]([O:27][c:28]4[cH:29][c:30]5[cH:31][n:32][nH:33][c:34]5[cH:35][cH:36]4)[n:18][cH:19][n:20][c:21]3[cH:22][c:23]2[O:24][CH3:25])[CH2:8][CH2:9]1. The reactants are COc1cc2ncnc(Cl)c2cc1OCCCN1CCN(C(C)=O)CC1, O=C([O-])[O-], CC(C)=O, [Cs+], [Cs+], Oc1ccc2[nH]ncc2c1. Starting materials: C(C)(C)(C)OC(=O)N1C(CCC1)C1=CC=C(S1)C(=O)O (5-(1-(tert-butoxycarbonyl)pyrrolidin-2-yl)thiophene-2-carboxylic acid), C1=CN(C=N1)C(=O)N2C=CN=C2 (CDI), Cl.Cl.NC1=C(C(=O)N)C=CC=C1N (2,3-diaminobenzamide dihydrochloride). Run in N1=CC=CC=C1 (pyridine), CN(C)C=O (DMF). Conditions: temperature 40 celsius, time 8 hour. The product is C(N)(=O)C1=CC=CC=2NC(=NC21)C2=CC=C(S2)C2N(CCC2)C(=O)OC(C)(C)C (tert-butyl 2-(5-(4-carbamoyl-1H-benzimidazol-2-yl)thiophen-2-yl)pyrrolidine-1-carboxylate). RXN SMILES: [C:1]([O:5][C:6]([N:8]1[CH2:12][CH2:11][CH2:10][CH:9]1[C:13]1[S:17][C:16]([C:18](O)=O)=[CH:15][CH:14]=1)=[O:7])([CH3:4])([CH3:3])[CH3:2].C1N=CN(C(N2C=NC=C2)=O)C=1.Cl.Cl.[NH2:35][C:36]1[C:44]([NH2:45])=[CH:43][CH:42]=[CH:41][C:37]=1[C:38]([NH2:40])=[O:39]>N1C=CC=CC=1.CN(C=O)C>[C:38]([C:37]1[C:36]2[N:35]=[C:18]([C:16]3[S:17][C:13]([CH:9]4[CH2:10][CH2:11][CH2:12][N:8]4[C:6]([O:5][C:1]([CH3:2])([CH3:3])[CH3:4])=[O:7])=[CH:14][CH:15]=3)[NH:45][C:44]=2[CH:43]=[CH:42][CH:41]=1)(=[O:39])[NH2:40] |f:2.3.4|. Procedure details: To a solution of EXAMPLE 34C (2.4 g) in pyridine (100 mL) and DMF (100 mL) was added CDI (1.6 g). The mixture was heated at 40° C. for 1 hour, treated with 2,3-diaminobenzamide dihydrochloride (1.8 g), stirred at ambient temperature overnight and concentrated. The concentrate was heated in acetic acid (50 mL) at 80° C. overnight and concentrated. The concentrate was flash chromatographed on silica gel with ethyl acetate.